From a dataset of the Open Reaction Database (ORD), a public repository of structured organic reaction records. describe an organic reaction: reactants, conditions, products, and yield Starting materials: BrC1=CC=C(OC(CNS(=O)(=O)C(C)C)C)C=C1 ([2-(4-bromophenoxy)propyl][(methylethyl)sulfonyl]amine), C(=O)C1=C(C=CC=C1)B(O)O (2-formylbenzeneboronic acid), C([O-])([O-])=O.[Na+].[Na+] (sodium carbonate). The reagents and catalysts are Cl[Pd]([P](C1=CC=CC=C1)(C2=CC=CC=C2)C3=CC=CC=C3)([P](C4=CC=CC=C4)(C5=CC=CC=C5)C6=CC=CC=C6)Cl (dichlorobis(triphenylphosphine)palladium(II)). Run in COCCOC (1,2-dimethoxyethane). Product: CC(CNS(=O)(=O)C(C)C)OC1=CC=C(C=C1)C1=C(C=O)C=CC=C1 (2-[4-(1-Methyl-2-{[(methylethyl)sulfonyl]amino}ethoxy)phenyl]benzaldehyde), co-eluting mixture. Isolated yield 21.1%. Reaction SMILES: Br[C:2]1[CH:18]=[CH:17][C:5]([O:6][CH:7]([CH3:16])[CH2:8][NH:9][S:10]([CH:13]([CH3:15])[CH3:14])(=[O:12])=[O:11])=[CH:4][CH:3]=1.[CH:19]([C:21]1[CH:26]=[CH:25][CH:24]=[CH:23][C:22]=1B(O)O)=[O:20].C(=O)([O-])[O-].[Na+].[Na+]>Cl[Pd](Cl)([P](C1C=CC=CC=1)(C1C=CC=CC=1)C1C=CC=CC=1)[P](C1C=CC=CC=1)(C1C=CC=CC=1)C1C=CC=CC=1.COCCOC>[CH3:16][CH:7]([O:6][C:5]1[CH:17]=[CH:18][C:2]([C:22]2[CH:23]=[CH:24][CH:25]=[CH:26][C:21]=2[CH:19]=[O:20])=[CH:3][CH:4]=1)[CH2:8][NH:9][S:10]([CH:13]([CH3:15])[CH3:14])(=[O:12])=[O:11] |f:2.3.4,^1:38,57|. Reported procedure: The title compound (68 mg, 21%, white foam) was prepared from [2-(4-bromophenoxy)propyl][(methylethyl)sulfonyl]amine (300 mg, 0.892 mmol, prepared in example 1), 2-formylbenzeneboronic acid (180 mg, 1.085 mmol), dichlorobis(triphenylphosphine)palladium(II) (25 mg, 0.036 mmol), 2 M sodium carbonate (320 mg in 1.5 mL water), and 1,2-dimethoxyethane (6 mL) in a manner analogous to the procedure described in Example 8. The crude material was purified utilizing a Chromatotron® with a 2000 μm rotor in...